This data is from the Open Reaction Database (ORD), a public repository of structured organic reaction records. The task is: describe an organic reaction: reactants, conditions, products, and yield Reactants: CCOC(=O)C1(S(=O)(=O)c2ccc(OC)cc2)CCN(C(C)C)CC1, CO, [Na+], [OH-]. Yields the product COc1ccc(S(=O)(=O)C2(C(=O)O)CCN(C(C)C)CC2)cc1. As a reaction SMILES: [CH2:1]([CH3:2])[O:3][C:4](=[O:5])[C:6]1([S:15](=[O:16])(=[O:17])[c:18]2[cH:19][cH:20][c:21]([O:24][CH3:25])[cH:22][cH:23]2)[CH2:7][CH2:8][N:9]([CH:12]([CH3:13])[CH3:14])[CH2:10][CH2:11]1.[CH3:26][OH:27].[Na+:29].[OH-:28]>>[O:3]=[C:4]([OH:5])[C:6]1([S:15](=[O:16])(=[O:17])[c:18]2[cH:19][cH:20][c:21]([O:24][CH3:25])[cH:22][cH:23]2)[CH2:7][CH2:8][N:9]([CH:12]([CH3:13])[CH3:14])[CH2:10][CH2:11]1.